From a dataset of the Open Reaction Database (ORD), a public repository of structured organic reaction records. describe an organic reaction: reactants, conditions, products, and yield Reactants: S1C(=CC=C1)C1=CCC(C2=CC(=CC=C12)C(C)=O)(C)C (3,4-dihydro-1-(2-thienyl)-4,4-dimethyl-6-acetylnaphthalene), C(=O)(O)C1=CC=C(C=O)C=C1 (4-carboxy benzaldehyde), [OH-].[Na+] (NaOH). Run in CO (MeOH). Reaction conditions: time 12 hour. The product is O=C(C=CC1=CC=C(C(=O)O)C=C1)C1=CC=2C(CC=C(C2C=C1)C=1SC=CC1)(C)C (4-[3-oxo-3-(7,8-dihydro-5-(2-thienyl)-8,8-dimethyl-2-naphthalenyl)-1-propenyl]-benzoic acid). Reaction SMILES: [S:1]1[CH:5]=[CH:4][CH:3]=[C:2]1[C:6]1[C:15]2[C:10](=[CH:11][C:12]([C:16](=[O:18])[CH3:17])=[CH:13][CH:14]=2)[C:9]([CH3:20])([CH3:19])[CH2:8][CH:7]=1.[C:21]([C:24]1[CH:31]=[CH:30][C:27]([CH:28]=O)=[CH:26][CH:25]=1)([OH:23])=[O:22].[OH-].[Na+]>CO>[O:18]=[C:16]([C:12]1[CH:13]=[CH:14][C:15]2[C:6]([C:2]3[S:1][CH:5]=[CH:4][CH:3]=3)=[CH:7][CH2:8][C:9]([CH3:20])([CH3:19])[C:10]=2[CH:11]=1)[CH:17]=[CH:28][C:27]1[CH:30]=[CH:31][C:24]([C:21]([OH:23])=[O:22])=[CH:25][CH:26]=1 |f:2.3|. Reported procedure: To a solution of 62.6 mg (0.222 mmol) 3,4-dihydro-1-(2-thienyl)-4,4-dimethyl-6-acetylnaphthalene (Compound D33) in 4.0 mL of MeOH were added 33.4 mg (0.222 mmol) of 4-carboxy benzaldehyde, and 240.0 mg (6.00 mmol; 2.0 mL of 3M aqueous NaOH). The resulting solution was stirred at room temperature for 12 h, concentrated under reduced pressure, and the residual oil dissolved in EtOAc. The solution was treated with 10% HCl, and the organic layer washed with H2O, and saturated aqueous NaCl, before be... Starting materials: C(C)(C)N(CC)C(C)C (Diisopropylethyl amine), N1=CC(=CC2=CC=CC=C12)NC=1C2=C(N=CN1)CNCC2 (5,6,7,8-tetrahydro-N-(quinolin-3-yl)pyrido[3,4-d]pyrimidin-4-amine), BrCC1CCCCC1 ((bromomethyl)cyclohexane). Run in C(C)O (ethanol). Reaction conditions: temperature 80 celsius, time 48 hour. Product: C1(CCCCC1)CN1CC=2N=CN=C(C2CC1)NC=1C=NC2=CC=CC=C2C1 (7-(Cyclohexylmethyl)-5,6,7,8-tetrahydro-N-(quinolin-3-yl)pyrido[3,4-d]pyrimidin-4-amine). Isolated yield 9.4%. As a reaction SMILES: C(N(C(C)C)CC)(C)C.[N:10]1[C:19]2[C:14](=[CH:15][CH:16]=[CH:17][CH:18]=2)[CH:13]=[C:12]([NH:20][C:21]2[C:22]3[CH2:30][CH2:29][NH:28][CH2:27][C:23]=3[N:24]=[CH:25][N:26]=2)[CH:11]=1.Br[CH2:32][CH:33]1[CH2:38][CH2:37][CH2:36][CH2:35][CH2:34]1>C(O)C>[CH:33]1([CH2:32][N:28]2[CH2:29][CH2:30][C:22]3[C:21]([NH:20][C:12]4[CH:11]=[N:10][C:19]5[C:14]([CH:13]=4)=[CH:15][CH:16]=[CH:17][CH:18]=5)=[N:26][CH:25]=[N:24][C:23]=3[CH2:27]2)[CH2:38][CH2:37][CH2:36][CH2:35][CH2:34]1. Procedure details: Diisopropylethyl amine (258 mg, 2 mmol) was added to a mixture of 5,6,7,8-tetrahydro-N-(quinolin-3-yl)pyrido[3,4-d]pyrimidin-4-amine (55 mg, 0.2 mmol) and (bromomethyl)cyclohexane (177 mg, 1 mmol) in ethanol (2 mL) and stirred at 80° C. for 48 h. Solvent was removed in vacuo, and the residue was purified by column chromatography to yield the product as a light orange powder (7 mg). The reactants are C(C)(C)(C)NS(=O)(=O)C1=CC=CC2=C1C(=NS2)NCCCNC(C2=CC=C(C=C2)I)=O (N-(3-(4-(N-tert-butylsulfamoyl)benzo[d]isothiazol-3-ylamino)propyl)-4-iodobenzamide), COC1=CC=C(C=C1)B(O)O (4-methoxyphenylboronic acid), C([O-])([O-])=O.[Na+].[Na+] (sodium carbonate). The reagents and catalysts are [Br-].C(CCC)[N+](CCCC)(CCCC)CCCC (tetrabutylammonium bromide), C(C)(=O)[O-].[Pd+2].C(C)(=O)[O-] (palladium (II) acetate). Run in O (water), C(Cl)Cl (methylene chloride). Yields the product C(C)(C)(C)NS(=O)(=O)C1=CC=CC2=C1C(=NS2)NCCCNC(=O)C2=CC=C(C=C2)C2=CC=C(C=C2)OC (N-(3-(4-(N-tert-Butylsulfamoyl)benzo[d]isothiazol-3-ylamino)propyl)-4′-methoxybiphenyl-4-carboxamide). Yield: 44.2%. RXN SMILES: [C:1]([NH:5][S:6]([C:9]1[C:14]2[C:15]([NH:18][CH2:19][CH2:20][CH2:21][NH:22][C:23](=[O:31])[C:24]3[CH:29]=[CH:28][C:27](I)=[CH:26][CH:25]=3)=[N:16][S:17][C:13]=2[CH:12]=[CH:11][CH:10]=1)(=[O:8])=[O:7])([CH3:4])([CH3:3])[CH3:2].[CH3:32][O:33][C:34]1[CH:39]=[CH:38][C:37](B(O)O)=[CH:36][CH:35]=1.C(=O)([O-])[O-].[Na+].[Na+]>[Br-].C([N+](CCCC)(CCCC)CCCC)CCC.O.C(Cl)Cl.C([O-])(=O)C.[Pd+2].C([O-])(=O)C>[C:1]([NH:5][S:6]([C:9]1[C:14]2[C:15]([NH:18][CH2:19][CH2:20][CH2:21][NH:22][C:23]([C:24]3[CH:29]=[CH:28][C:27]([C:37]4[CH:38]=[CH:39][C:34]([O:33][CH3:32])=[CH:35][CH:36]=4)=[CH:26][CH:25]=3)=[O:31])=[N:16][S:17][C:13]=2[CH:12]=[CH:11][CH:10]=1)(=[O:8])=[O:7])([CH3:4])([CH3:3])[CH3:2] |f:2.3.4,5.6,9.10.11|. Procedure: A mixture of N-(3-(4-(N-tert-butylsulfamoyl)benzo[d]isothiazol-3-ylamino)propyl)-4-iodobenzamide (50 mg, 0.09 mmol), 4-methoxyphenylboronic acid (14 mg, 0.09 mmol), tetrabutylammonium bromide (29 mg, 0.09 mmol), sodium carbonate (29 mg, 0.27 mmol) and palladium (II) acetate (1 mg) in water (3 mL) was microwaved at 160° C. for 5 min. The reaction was diluted with methylene chloride and the mixture was washed successively with aqueous sodium bicarbonate and brine, dried over anhydrous sodium sulfa... The reactants are C(=O)([O-])[O-].[Na+].[Na+] (Na2CO3), CNOCC(CN1CCCCC1)O (1-methylaminooxy-2-hydroxy-3-(1-piperidinyl)-propane), Cl.CN(C(=NC1=CC=CC=C1)Cl)C (N,N-dimethyl-N′-phenyl-chloroformamidine hydrochloride). Run in C(Cl)(Cl)Cl (chloroform), C(Cl)(Cl)Cl (chloroform). Product: CN(C(=NC1=CC=CC=C1)N(OCCCN1CCCCC1)C)C (N,N,N′-trimethyl-N′-[3-(1-piperidinyl)-propoxy]N″-phenyl-guanidine). The yield is 10.0%. Reaction SMILES: [CH3:1][NH:2][O:3][CH2:4][CH:5](O)[CH2:6][N:7]1[CH2:12][CH2:11][CH2:10][CH2:9][CH2:8]1.C([O-])([O-])=O.[Na+].[Na+].Cl.[CH3:21][N:22]([CH3:32])[C:23](Cl)=[N:24][C:25]1[CH:30]=[CH:29][CH:28]=[CH:27][CH:26]=1>C(Cl)(Cl)Cl>[CH3:21][N:22]([CH3:32])[C:23]([N:2]([CH3:1])[O:3][CH2:4][CH2:5][CH2:6][N:7]1[CH2:12][CH2:11][CH2:10][CH2:9][CH2:8]1)=[N:24][C:25]1[CH:30]=[CH:29][CH:28]=[CH:27][CH:26]=1 |f:1.2.3,4.5|. Procedure details: 344 mg (2.0 mmole) 1-methylaminooxy-2-hydroxy-3-(1-piperidinyl)-propane was dissolved in chloroform and 220 mg of Na2CO3 was added, then a solution of 438 mg (2.0 mmole) of N,N-dimethyl-N′-phenyl-chloroformamidine hydrochloride in 3 ml of chloroform was added dropwise. After 8 hours the solid state was filtered and the filtrate was evaporated. This residue was dissolved in ethyl acetate and the product was extracted by addition of HCl solution (pH=1) to water. The aqueous phase was made alkaline...